This data is from the Open Reaction Database (ORD), a public repository of structured organic reaction records. The task is: describe an organic reaction: reactants, conditions, products, and yield Run at temperature 150 celsius. The reactants are cupric chloride, C=CC (Propylene), O=O (oxygen), C(C)(=O)O (acetic acid), C(C)(=O)OC(C)=O (acetic anhydride). Product: C(C)(=O)OCC(C)OC(C)=O (propylene glycol diacetate). Reported procedure: Propylene and oxygen were introduced, in the manner described in Example 1, into a solution of 500 ml glacial acetic acid and 50 ml acetic anhydride containing 2 g aluminum acetate and 2 g cupric chloride. The contents were then heated to approximately 150°C. After cooling and release of pressure, the contents were subjected to distillation. 30.6 g propylene glycol diacetate were obtained. As a reaction SMILES: [CH2:1]=[CH:2][CH3:3].O=O.C([O:9][C:10](=[O:12])[CH3:11])(=O)C.[C:13]([OH:16])(=[O:15])[CH3:14]>>[C:13]([O:16][CH2:1][CH:2]([O:9][C:10](=[O:12])[CH3:11])[CH3:3])(=[O:15])[CH3:14]. The reactants are O=C(CBr)c1ccc(Cl)cc1, Cn1c(N2CCN(CC(=O)c3ccc(Cl)cc3)CC2)cc(=O)n(C)c1=O, O=C(CCCl)c1ccccc1. The product is Cn1c(N2CCN(CC(=O)c3ccc(Cl)cc3)CC2)cc(=O)n(C)c1=O, Cl. As a reaction SMILES: [Br:12][CH2:13][C:14]([c:15]1[cH:16][cH:17][c:18]([Cl:19])[cH:20][cH:21]1)=[O:22].[CH3:23][n:24]1[c:25](=[O:48])[n:26]([CH3:47])[c:27](=[O:46])[cH:28][c:29]1[N:30]1[CH2:31][CH2:32][N:33]([CH2:36][C:37]([c:38]2[cH:39][cH:40][c:41]([Cl:44])[cH:42][cH:43]2)=[O:45])[CH2:34][CH2:35]1.[Cl:1][CH2:2][CH2:3][C:4]([c:5]1[cH:6][cH:7][cH:8][cH:9][cH:10]1)=[O:11]>>[CH3:23][n:24]1[c:25](=[O:48])[n:26]([CH3:47])[c:27](=[O:46])[cH:28][c:29]1[N:30]1[CH2:31][CH2:32][N:33]([CH2:36][C:37]([c:38]2[cH:39][cH:40][c:41]([Cl:44])[cH:42][cH:43]2)=[O:45])[CH2:34][CH2:35]1.[ClH:1]. The reactants are O=[N+]([O-])c1ccc(Nc2cc(Cl)nn3ccnc23)cc1, NC1CCC(N)CC1, O. Product: NC1CCC(Nc2cc(Nc3ccc([N+](=O)[O-])cc3)c3nccn3n2)CC1. As a reaction SMILES: [Cl:1][c:2]1[cH:3][c:4]([NH:11][c:12]2[cH:13][cH:14][c:15]([N+:18](=[O:19])[O-:20])[cH:16][cH:17]2)[c:5]2[n:6]([n:7]1)[cH:8][cH:9][n:10]2.[NH2:21][CH:22]1[CH2:23][CH2:24][CH:25]([NH2:28])[CH2:26][CH2:27]1.[OH2:29]>>[c:2]1([NH:28][CH:25]2[CH2:24][CH2:23][CH:22]([NH2:21])[CH2:27][CH2:26]2)[cH:3][c:4]([NH:11][c:12]2[cH:13][cH:14][c:15]([N+:18](=[O:19])[O-:20])[cH:16][cH:17]2)[c:5]2[n:6]([n:7]1)[cH:8][cH:9][n:10]2. The reactants are ClC=1C=C(C=CC1Cl)C(CC=O)C1N(C(C2=CC(=CC=C12)N(C)C)=O)C (3-(3,4-Dichlorophenyl)-3-[5-(dimethylamino)-2-methyl-3-oxo-2,3-dihydro-1H-isoindol-1-yl]propionaldehyde), O=C1N(CCCN1)C1CCNCC1 (4-(2-oxoperhydropyrimidine-1-yl)piperidine). The product is Cl.ClC=1C=C(C=CC1Cl)C(CCN1CCC(CC1)N1C(NCCC1)=O)C1N(C(C2=CC(=CC=C12)N(C)C)=O)C (3-[1-(3,4-Dichlorophenyl)-3-(4-(2-oxoperhydropyrimidine-1-yl)piperidino)propyl]-6-(dimethylamino)-2-methyl-2,3-dihydro-isoindol-1-one hydrochloride). Isolated yield 55.9%. Reaction SMILES: [Cl:1][C:2]1[CH:3]=[C:4]([CH:9]([CH:13]2[C:21]3[C:16](=[CH:17][C:18]([N:22]([CH3:24])[CH3:23])=[CH:19][CH:20]=3)[C:15](=[O:25])[N:14]2[CH3:26])[CH2:10][CH:11]=O)[CH:5]=[CH:6][C:7]=1[Cl:8].[O:27]=[C:28]1[NH:33][CH2:32][CH2:31][CH2:30][N:29]1[CH:34]1[CH2:39][CH2:38][NH:37][CH2:36][CH2:35]1>>[ClH:1].[Cl:1][C:2]1[CH:3]=[C:4]([CH:9]([CH:13]2[C:21]3[C:16](=[CH:17][C:18]([N:22]([CH3:23])[CH3:24])=[CH:19][CH:20]=3)[C:15](=[O:25])[N:14]2[CH3:26])[CH2:10][CH2:11][N:37]2[CH2:38][CH2:39][CH:34]([N:29]3[CH2:30][CH2:31][CH2:32][NH:33][C:28]3=[O:27])[CH2:35][CH2:36]2)[CH:5]=[CH:6][C:7]=1[Cl:8] |f:2.3|. Reported procedure: 3-(3,4-Dichlorophenyl)-3-[5-(dimethylamino)-2-methyl-3-oxo-2,3-dihydro-1H-isoindol-1-yl]propionaldehyde (0.2 g) was coupled to 4-(2-oxoperhydropyrimidine-1-yl)piperidine (0.093 g) by a method similar to that described in Example 8. The reaction product was not purified by chromatography but converted to the corresponding hydrochloride salt as described in the Example 8 to afford the title compound (0.085 g); MS: m/z=558(M+1); NMR: 1.60 (broad,3), 1.78 (broad,3), 2.14 (broad,3), 2.73 (broad,3), 3... Starting materials: CC(C(=O)OCC)(C)OC1=CC=C(C=C1)CCNCC1=CC=C(C=C1)C(F)(F)F (ethyl 2-methyl-2-[4-(2-{[4-(trifluoromethyl)benzyl]amino}ethyl)phenoxy]propanoate), ClC=1SC2=C(N1)C=CC=C2 (2-chlorobenzothiazole), [OH-].[Na+] (NaOH). Product: S1C(=NC2=C1C=CC=C2)N(CCC2=CC=C(OC(C(=O)O)(C)C)C=C2)CC2=CC=C(C=C2)C(F)(F)F (2-[4-(2-{1,3-Benzothiazol-2-yl[4-(trifluoromethyl)benzyl]amino}ethyl)phenoxy]-2-methylpropanoic acid). RXN SMILES: [CH3:1][C:2]([O:9][C:10]1[CH:15]=[CH:14][C:13]([CH2:16][CH2:17][NH:18][CH2:19][C:20]2[CH:25]=[CH:24][C:23]([C:26]([F:29])([F:28])[F:27])=[CH:22][CH:21]=2)=[CH:12][CH:11]=1)([CH3:8])[C:3]([O:5]CC)=[O:4].Cl[C:31]1[S:32][C:33]2[CH:39]=[CH:38][CH:37]=[CH:36][C:34]=2[N:35]=1.[OH-].[Na+]>>[S:32]1[C:33]2[CH:39]=[CH:38][CH:37]=[CH:36][C:34]=2[N:35]=[C:31]1[N:18]([CH2:19][C:20]1[CH:25]=[CH:24][C:23]([C:26]([F:28])([F:27])[F:29])=[CH:22][CH:21]=1)[CH2:17][CH2:16][C:13]1[CH:14]=[CH:15][C:10]([O:9][C:2]([CH3:1])([CH3:8])[C:3]([OH:5])=[O:4])=[CH:11][CH:12]=1 |f:2.3|. Procedure details: Similarly, condensation of ethyl 2-methyl-2-[4-(2-{[4-(trifluoromethyl)benzyl]amino}ethyl)phenoxy]propanoate with 2-chlorobenzothiazole, followed by standard hydrolysis with NaOH afforded the title compound. The reactants are BrC1=CC=C(C(=O)OC)C=C1 (methyl 4-bromobenzoate), C1(=CC=CC=C1)P(C1=CC=CC=C1)C1=CC=CC=C1 (triphenylphosphine), C[Si](C)(C)C#C (trimethylsilylacetylene). The reagents and catalysts are C(C)(=O)[O-].[Pd+2].C(C)(=O)[O-] (palladium acetate). The solvent is C(C)N(CC)CC (triethylamine). Conditions: temperature 90 celsius, time 5 hour. The product is C[Si](C)(C)C#CC1=CC=C(C(=O)OC)C=C1 (Methyl 4-trimethylsilylethynylbenzoate). RXN SMILES: Br[C:2]1[CH:11]=[CH:10][C:5]([C:6]([O:8][CH3:9])=[O:7])=[CH:4][CH:3]=1.C1(P(C2C=CC=CC=2)C2C=CC=CC=2)C=CC=CC=1.[CH3:31][Si:32]([C:35]#[CH:36])([CH3:34])[CH3:33]>C([O-])(=O)C.[Pd+2].C([O-])(=O)C.C(N(CC)CC)C>[CH3:31][Si:32]([C:35]#[C:36][C:2]1[CH:11]=[CH:10][C:5]([C:6]([O:8][CH3:9])=[O:7])=[CH:4][CH:3]=1)([CH3:34])[CH3:33] |f:3.4.5|. Procedure: 21.5 g (0.1 mol) of methyl 4-bromobenzoate, 300 ml of triethylamine and a mixture of 200 mg of palladium acetate and 400 mg of triphenylphosphine are introduced into a three-necked flask under a stream of nitrogen. 20 g (0.20 mol) of trimethylsilylacetylene are then added, the mixture is heated gradually to 90° C. over 1 hour and left at this temperature for 5 hours. The reaction medium is cooled, the salt is filtered off and the filtrate is evaporated. The residue is taken up in 200 ml of hydro... Starting materials: OCCC1=C(C#N)C=CN=C1 (3-(2-Hydroxyethyl) isonicotinonitrile), C(=O)(O)[O-].[Na+] (NaHCO3). Run in Cl (HCl). Yields the product C1(OCCC=2C=NC=CC21)=O (3,4-dihydro-1H-pyrano[4,3-c]pyridin-1-one). Yield: 15.3%. RXN SMILES: [OH:1][CH2:2][CH2:3][C:4]1[CH:11]=[N:10][CH:9]=[CH:8][C:5]=1[C:6]#N.C([O-])(O)=[O:13].[Na+]>Cl>[C:6]1(=[O:13])[C:5]2[CH:8]=[CH:9][N:10]=[CH:11][C:4]=2[CH2:3][CH2:2][O:1]1 |f:1.2|. Procedure: 3-(2-Hydroxyethyl) isonicotinonitrile (I-67d: 650 mg, 4.362 mmol) was heated with concentrated HCl (10 mL) at 100° C. overnight. The reaction mass was neutralized with NaHCO3 solution, extracted using DCM and the organic layer was concentrated under reduced pressure to afford the crude product. Purification by column chromatography on silica gel (1% methanol in CHCl3) afforded 100 mg of the product (15.29% yield). The reactants are S1C(=CC=C1)CCNC(C(=O)N)C1=C(C=CC=C1)Cl ([2-(2-thienyl)ethylamino](2-chlorophenyl)acetamide), Br (hydrogen bromide). Solvent: CC(=O)C (acetone). The product is Br.S1C(=CC=C1)CCNC(C(=O)N)C1=C(C=CC=C1)Cl ([2-(2-thienyl)ethylamino](2-chlorophenyl)acetamide hydrobromide). Reaction SMILES: [S:1]1[CH:5]=[CH:4][CH:3]=[C:2]1[CH2:6][CH2:7][NH:8][CH:9]([C:13]1[CH:18]=[CH:17][CH:16]=[CH:15][C:14]=1[Cl:19])[C:10]([NH2:12])=[O:11].[BrH:20]>CC(C)=O>[BrH:20].[S:1]1[CH:5]=[CH:4][CH:3]=[C:2]1[CH2:6][CH2:7][NH:8][CH:9]([C:13]1[CH:18]=[CH:17][CH:16]=[CH:15][C:14]=1[Cl:19])[C:10]([NH2:12])=[O:11] |f:3.4|. Reported procedure: 14.7 g (0.05 mol) of [2-(2-thienyl)ethylamino](2-chlorophenyl)acetamide, prepared as described in Example 7, is dissolve din 150 ml of acetone. To the solution 4 ml of 60% aqueous hydrogen bromide solution is added and the precipitated white crystals are filtered off, washed with acetone and dried.